From a dataset of the Open Reaction Database (ORD), a public repository of structured organic reaction records. describe an organic reaction: reactants, conditions, products, and yield Starting materials: C(C)(=O)OC(C)=O (acetic anhydride), CC1([C@@H](NC(S1)C1=CC=C(C=C1)F)C(=O)O)C (5,5-dimethyl-2-(4-fluorophenyl)-thiazolidine-4(S)-carboxylic acid). Run in O (water). Conditions: temperature 100 celsius. The product is C(C)(=O)N1[C@@H](SC([C@@H]1C(=O)O)(C)C)C1=CC=C(C=C1)F (3-Acetyl-5,5-dimethyl-2(S)-(4-fluorophenyl)-thiazolidine-4(S)-carboxylic acid). RXN SMILES: [C:1](OC(=O)C)(=[O:3])[CH3:2].[CH3:8][C:9]1([CH3:24])[S:13][CH:12]([C:14]2[CH:19]=[CH:18][C:17]([F:20])=[CH:16][CH:15]=2)[NH:11][C@H:10]1[C:21]([OH:23])=[O:22]>O>[C:1]([N:11]1[C@@H:10]([C:21]([OH:23])=[O:22])[C:9]([CH3:24])([CH3:8])[S:13][C@H:12]1[C:14]1[CH:15]=[CH:16][C:17]([F:20])=[CH:18][CH:19]=1)(=[O:3])[CH3:2]. Procedure details: 11.2 ml of acetic anhydride are portion-wise added to a suspension containing 5.1 g (20 mmoles) of 5,5-dimethyl-2-(4-fluorophenyl)-thiazolidine-4(S)-carboxylic acid in 11.2 ml of hot water. The mixture is heated at 100° C. for 5 minutes, then cooled down. The crystals are filtered out to give the title compound in a yield of 5.83 g (98%) which is recrystallized from the mixture of ethanol and ether, m.p.: 193.5° C., [α]D22 =-96.8° (c=0.62, methanol). The product is OC1NC(C=2C=C(C3=C(C12)O[C@]12[C@](C3)([C@H](CC[C@H]1C([C@H](CC2)O)(C)C)C)C)O)=O ((6aR,7S,9aS,11S,13aS)-2,3,6,6a,7,8,9,9a,10,11,12,13-dodecahydro-1,5,11-trihydroxy-6a,7,10,10-tetramethyl-3-oxo-1H-benzo[8,8a][1]benzopyrano[2,3-e]isoindole). Reaction SMILES: C([O:8][C:9]1[C:10]2[CH2:23][C@:22]3([CH3:36])[C@@H:24]([CH3:35])[CH2:25][CH2:26][C@H:27]4[C:28]([CH3:34])([CH3:33])[C@@H:29]([OH:32])[CH2:30][CH2:31][C@@:21]34[O:20][C:11]=2[C:12]2[CH:13]([OH:19])[NH:14][C:15](=[O:18])[C:16]=2[CH:17]=1)C1C=CC=CC=1.C(OCC)(=O)C>C1COCC1.[C].[Pd]>[OH:19][CH:13]1[C:12]2[C:11]3[O:20][C@@:21]45[CH2:31][CH2:30][C@H:29]([OH:32])[C:28]([CH3:34])([CH3:33])[C@@H:27]4[CH2:26][CH2:25][C@H:24]([CH3:35])[C@@:22]5([CH3:36])[CH2:23][C:10]=3[C:9]([OH:8])=[CH:17][C:16]=2[C:15](=[O:18])[NH:14]1 |f:3.4|. Isolated yield 97.1%. Reaction conditions: time 3 hour. Procedure: To the above Compound (29a) (100 mg, 0.20 mmol) dissolved in 5.0 ml of THF and 2.0 ml of ethyl acetate was added 45 mg of 10% palladium-carbon, and the mixture stirred at room temperature for 3 hours under hydrogen atmosphere. The palladium-carbon was filtered off, and the filtrate concentrated under reduced pressure. The residue was then purified by a silica gel column chromatography (silica gel 5.2 g; ethyl acetate) to give 78 mg (96%) of Compound (30a). Run in C1CCOC1 (THF). Reagents/catalysts: [C].[Pd] (palladium-carbon). Reactants: C(C1=CC=CC=C1)OC=1C2=C(C=3C(NC(C3C1)=O)O)O[C@]13[C@](C2)([C@H](CC[C@H]1C([C@H](CC3)O)(C)C)C)C ((6aR,7S,9aS,11S,13aS)-5-benzyloxy-2,3,6,6a,7,8,9,9a,10,11,12,13-dodecahydro-1,11-dihydroxy-6a,7,10,10-tetramethyl-3-oxo-1H-benzo[8,8a][1]benzopyrano[2,3-e]isoindole), C(C)(=O)OCC (ethyl acetate). Reactants: ClC1=NC=C(C=C1)[N+](=O)[O-] (2-chloro-5-nitropyridine), C1=C(NC=N1)CCN (histamine base). Run in CC(C)O (2-propanol). Product: N1C=NC(=C1)CCNC1=NC=C(C=C1)[N+](=O)[O-] (2-{[2-(1H-Imidazol-4-yl)ethyl]amino}-5-nitropyridine). Reaction SMILES: Cl[C:2]1[CH:7]=[CH:6][C:5]([N+:8]([O-:10])=[O:9])=[CH:4][N:3]=1.[CH:11]1[N:15]=[CH:14][NH:13][C:12]=1[CH2:16][CH2:17][NH2:18]>CC(O)C>[NH:15]1[CH:11]=[C:12]([CH2:16][CH2:17][NH:18][C:2]2[CH:7]=[CH:6][C:5]([N+:8]([O-:10])=[O:9])=[CH:4][N:3]=2)[N:13]=[CH:14]1. Procedure details: 2.22 g (14 mmol) of 2-chloro-5-nitropyridine and an equimolar equivalent of histamine base (1.56 g) in 10 ml of 2-propanol are brought to reflux for 48 h. The reaction mixture is concentrated to dryness and the solid residue is taken up in water, heated to boiling, cooled and filtered. The filtrate is concentrated to dryness and chromatographed on a column of silica gel which is eluted with a mixture of chloroform and methanol (5, 10 and 20%). The combined pure fractions are evaporated to drynes... Reactants: COc1cc(N)cc(OC)c1OC, CC(C)=O, Cl, O, Clc1nccc(Nc2ccccc2)n1. Reaction SMILES: [CH3:15][O:16][c:17]1[cH:18][c:19]([NH2:20])[cH:21][c:22]([O:26][CH3:27])[c:23]1[O:24][CH3:25].[CH3:29][C:30](=[O:31])[CH3:32].[ClH:28].[OH2:33].[c:1]1([NH:7][c:8]2[n:9][c:10]([Cl:14])[n:11][cH:12][cH:13]2)[cH:2][cH:3][cH:4][cH:5][cH:6]1>>[c:1]1([NH:7][c:8]2[n:9][c:10]([NH:20][c:19]3[cH:18][c:17]([O:16][CH3:15])[c:23]([O:24][CH3:25])[c:22]([O:26][CH3:27])[cH:21]3)[n:11][cH:12][cH:13]2)[cH:2][cH:3][cH:4][cH:5][cH:6]1. Yields the product COc1cc(Nc2nccc(Nc3ccccc3)n2)cc(OC)c1OC. Starting materials: C(=C)[C@@H]1CN(CC1)C(=O)OC(C)(C)C (tert-butyl (R)-3-vinylpyrrolidine-1-carboxylate), BrC=1C=NC=C(C1)OC1CCOCC1 (3-bromo-5-(tetrahydro-2H-pyran-4-yloxy)pyridine), C1(CCCCC1)P(C1CCCCC1)C1CCCCC1 (tricyclohexylphosphine), C(C)(C)N(CC)C(C)C (diisopropylethylamine). Reagents/catalysts: C(C)(=O)[O-].[Pd+2].C(C)(=O)[O-] (palladium acetate). Run in CN1C(CCC1)=O (1-methyl-2-pyrrolidinone), O (water). Run at temperature 130 celsius, time 17 hour. Product: O1CCC(CC1)OC=1C=C(C=NC1)/C=C/[C@@H]1CN(CC1)C(=O)OC(C)(C)C (tert-butyl (R)-(E)-3-(2-(5-(tetrahydro-2H-pyran-4-yloxy)pyridin-3-yl)vinyl)pyrrolidine-1-carboxylate). The yield is 82.7%. RXN SMILES: [CH:1]([C@H:3]1[CH2:7][CH2:6][N:5]([C:8]([O:10][C:11]([CH3:14])([CH3:13])[CH3:12])=[O:9])[CH2:4]1)=[CH2:2].Br[C:16]1[CH:17]=[N:18][CH:19]=[C:20]([O:22][CH:23]2[CH2:28][CH2:27][O:26][CH2:25][CH2:24]2)[CH:21]=1.C1(P(C2CCCCC2)C2CCCCC2)CCCCC1.C(N(C(C)C)CC)(C)C>CN1CCCC1=O.O.C([O-])(=O)C.[Pd+2].C([O-])(=O)C>[O:26]1[CH2:27][CH2:28][CH:23]([O:22][C:20]2[CH:21]=[C:16](/[CH:2]=[CH:1]/[C@H:3]3[CH2:7][CH2:6][N:5]([C:8]([O:10][C:11]([CH3:14])([CH3:13])[CH3:12])=[O:9])[CH2:4]3)[CH:17]=[N:18][CH:19]=2)[CH2:24][CH2:25]1 |f:6.7.8|. Procedure: A mixture of tert-butyl (R)-3-vinylpyrrolidine-1-carboxylate 9 (7.00 g, 35.5 mmol), 3-bromo-5-(tetrahydro-2H-pyran-4-yloxy)pyridine 12 (10.0 g, 38.8 mmol), palladium acetate (0.40 g, 1.8 mmol), tricyclohexylphosphine (1.0 g, 3.57 mmol) and diisopropylethylamine (15 mL) in 1-methyl-2-pyrrolidinone (130 mL) was stirred at 130° C. for 17 h. The reaction was cooled to ambient temperature, diluted with water (800 mL) and extracted with ethyl acetate (2×200 mL). The combined organic extracts were drie... The reactants are N1(CCCC1)[C@@H]1[C@@H](CCC1)N (cis-2-pyrrolidin-1-yl-cyclopentylamine), N1(CCCC1)[C@@H]1[C@@H](CCC1)N (cis-2-pyrrolidin-1-yl-cyclopentylamine), CSC1=C(C(=O)O)C=CC(=C1)C(F)(F)F (2-methylsulfanyl-4-trifluoromethyl-benzoic acid), CSC1=C(C(=O)O)C=CC(=C1)C(F)(F)F (2-methylsulfanyl-4-trifluoromethyl-benzoic acid). Yields the product CSC1=C(C(=O)N[C@H]2[C@H](CCC2)N2CCCC2)C=CC(=C1)C(F)(F)F (cis-2-Methylsulfanyl-N-(2-pyrrolidin-1-yl-cyclopentyl)-4-trifluoromethyl-benzamide). RXN SMILES: [N:1]1([C@H:6]2[CH2:10][CH2:9][CH2:8][C@H:7]2[NH2:11])[CH2:5][CH2:4][CH2:3][CH2:2]1.[CH3:12][S:13][C:14]1[CH:22]=[C:21]([C:23]([F:26])([F:25])[F:24])[CH:20]=[CH:19][C:15]=1[C:16](O)=[O:17]>>[CH3:12][S:13][C:14]1[CH:22]=[C:21]([C:23]([F:24])([F:25])[F:26])[CH:20]=[CH:19][C:15]=1[C:16]([NH:11][C@@H:7]1[CH2:8][CH2:9][CH2:10][C@@H:6]1[N:1]1[CH2:2][CH2:3][CH2:4][CH2:5]1)=[O:17]. Reported procedure: The title compound, light yellow oil, MS: m/e=372.2 [(M+H)+], was prepared in accordance with the general method of example 5 from cis-2-pyrrolidin-1-yl-cyclopentylamine (intermediate Q) and 2-methylsulfanyl-4-trifluoromethyl-benzoic acid (intermediate C). Starting materials: [H-].[Na+] (Sodium hydride), IC (iodomethane), C(C)OC=1C=C(C=CC1)C(C)(C)O (2-(3-ethoxy-phenyl)-propan-2-ol), IC (iodomethane). The solvent is CCCCCC (hexane), O1CCCC1 (tetrahydrofuran). Reaction conditions: temperature 45 celsius, time 1.5 hour. Product: C(C)OC1=CC(=CC=C1)C(C)(C)OC (1-ethoxy-3-(1-methoxy-1-methyl-ethyl)-benzene). The yield is 97.5%. RXN SMILES: [H-].[Na+].[CH2:3]([O:5][C:6]1[CH:7]=[C:8]([C:12]([OH:15])([CH3:14])[CH3:13])[CH:9]=[CH:10][CH:11]=1)[CH3:4].I[CH3:17]>CCCCCC.O1CCCC1>[CH2:3]([O:5][C:6]1[CH:11]=[CH:10][CH:9]=[C:8]([C:12]([O:15][CH3:17])([CH3:14])[CH3:13])[CH:7]=1)[CH3:4] |f:0.1|. Procedure: Sodium hydride (3.261 g, 81.54 mmol, 60% in mineral oil, Aldrich) was washed twice with hexane, and tetrahydrofuran (60 mL) was added. To this suspension was added 2-(3-ethoxy-phenyl)-propan-2-ol (4.9 g, 27.18 mmol). The mixture was stirred at 45° C. for 1.5 h until the bubbling subsided. It was cooled down to 0° C. and iodomethane (5.08 mL, 81.54 mmol, Aldrich) was added. After 4 h of stirring at room temperature, another portion of iodomethane (5.08 mL, 81.54 mmol) was added. The mixture was s...